This data is from the Open Reaction Database (ORD), a public repository of structured organic reaction records. The task is: describe an organic reaction: reactants, conditions, products, and yield Reactants: F, CCCCCC1CO1, O, c1ccncc1. Yields the product CCCCCC(F)CO. RXN SMILES: [FH:15].[O:1]1[CH2:2][CH:3]1[CH2:4][CH2:5][CH2:6][CH2:7][CH3:8].[OH2:16].[n:9]1[cH:10][cH:11][cH:12][cH:13][cH:14]1>>[OH:1][CH2:2][CH:3]([CH2:4][CH2:5][CH2:6][CH2:7][CH3:8])[F:15]. The reactants are [Li]CCCC, COc1ccc(C=O)cc1OC, CCCCCC, COc1cc(C(OC)OC)cc(OC)c1OC, O, O=C(O)CC(O)(CC(=O)O)C(=O)O, c1ccccc1. Product: COc1ccc(C(O)c2c(C(OC)OC)cc(OC)c(OC)c2OC)cc1OC. RXN SMILES: [CH2:1]([Li:2])[CH2:3][CH2:4][CH3:5].[CH3:23][O:24][c:25]1[cH:26][cH:27][c:28]([CH:29]=[O:30])[cH:31][c:32]1[O:33][CH3:34].[CH3:48][CH2:49][CH2:50][CH2:51][CH2:52][CH3:53].[CH3:6][O:7][CH:8]([c:9]1[cH:10][c:11]([O:19][CH3:20])[c:12]([O:17][CH3:18])[c:13]([O:15][CH3:16])[cH:14]1)[O:21][CH3:22].[OH2:60].[OH:35][C:36]([CH2:37][C:38]([C:39](=[O:40])[OH:41])([CH2:42][C:43](=[O:44])[OH:45])[OH:46])=[O:47].[cH:54]1[cH:55][cH:56][cH:57][cH:58][cH:59]1>>[CH3:6][O:7][CH:8]([c:9]1[c:10]([CH:29]([c:28]2[cH:27][cH:26][c:25]([O:24][CH3:23])[c:32]([O:33][CH3:34])[cH:31]2)[OH:30])[c:11]([O:19][CH3:20])[c:12]([O:17][CH3:18])[c:13]([O:15][CH3:16])[cH:14]1)[O:21][CH3:22]. RXN SMILES: [C:5]([CH3:6])([CH3:7])([CH3:8])[O:9][C:10](=[O:11])[N:12]([CH:13]1[CH2:14][CH2:15]1)[CH2:16][c:17]1[cH:18][c:19]([CH2:24][CH2:25][O:26][S:27]([c:28]2[cH:29][cH:30][c:31]([CH3:32])[cH:33][cH:34]2)(=[O:35])=[O:36])[cH:20][cH:21][c:22]1[Cl:23].[N-:1]=[N+:2]=[N-:3].[Na+:4].[O:37]=[CH:38][N:39]([CH3:40])[CH3:41]>>[N:1](=[N+:2]=[N-:3])[CH2:25][CH2:24][c:19]1[cH:18][c:17]([CH2:16][N:12]([C:10]([O:9][C:5]([CH3:6])([CH3:7])[CH3:8])=[O:11])[CH:13]2[CH2:14][CH2:15]2)[c:22]([Cl:23])[cH:21][cH:20]1. The product is CC(C)(C)OC(=O)N(Cc1cc(CCN=[N+]=[N-])ccc1Cl)C1CC1. Reactants: Cc1ccc(S(=O)(=O)OCCc2ccc(Cl)c(CN(C(=O)OC(C)(C)C)C3CC3)c2)cc1, [N-]=[N+]=[N-], [Na+], CN(C)C=O. Reactants: [BH3-]C#N, CCN(CC1CCN(Cc2ccccc2)CC1)c1ncccc1N, CO, CC=O, [Na+], [Na+], [OH-]. Yields the product CCNc1cccnc1N(CC)CC1CCN(Cc2ccccc2)CC1. RXN SMILES: [C:28]([BH3-:29])#[N:30].[CH2:1]([c:2]1[cH:3][cH:4][cH:5][cH:6][cH:7]1)[N:8]1[CH2:9][CH2:10][CH:11]([CH2:14][N:15]([c:16]2[n:17][cH:18][cH:19][cH:20][c:21]2[NH2:22])[CH2:23][CH3:24])[CH2:12][CH2:13]1.[CH3:34][OH:35].[CH:25]([CH3:26])=[O:27].[Na+:31].[Na+:33].[OH-:32]>>[CH2:1]([c:2]1[cH:3][cH:4][cH:5][cH:6][cH:7]1)[N:8]1[CH2:9][CH2:10][CH:11]([CH2:14][N:15]([c:16]2[n:17][cH:18][cH:19][cH:20][c:21]2[NH:22][CH2:25][CH3:26])[CH2:23][CH3:24])[CH2:12][CH2:13]1. Reactants: NC=1C=C(C=CC1)C(C)=O (m-Aminoacetophenone), C1(CCC1)C(=O)Cl (cyclobutanecarboxylic acid, chloride), C(C)(C)N(CC)C(C)C (diisopropylethylamine). Solvent: ClCCl (dichloromethane). The product is C(C)(=O)C=1C=C(C=CC1)NC(=O)C1CCC1 (N-(3-acetylphenyl)cyclobutanecarboxamide). Reaction SMILES: [NH2:1][C:2]1[CH:3]=[C:4]([C:8](=[O:10])[CH3:9])[CH:5]=[CH:6][CH:7]=1.[CH:11]1([C:15](Cl)=[O:16])[CH2:14][CH2:13][CH2:12]1.C(N(C(C)C)CC)(C)C>ClCCl>[C:8]([C:4]1[CH:3]=[C:2]([NH:1][C:15]([CH:11]2[CH2:14][CH2:13][CH2:12]2)=[O:16])[CH:7]=[CH:6][CH:5]=1)(=[O:10])[CH3:9]. Procedure details: m-Aminoacetophenone, cyclobutanecarboxylic acid, chloride and diisopropylethylamine in dichloromethane were reacted, giving N-(3-acetylphenyl)cyclobutanecarboxamide.